This data is from the Open Reaction Database (ORD), a public repository of structured organic reaction records. The task is: describe an organic reaction: reactants, conditions, products, and yield The reactants are [Li]CCCC, COc1ccc(C2(C)CCc3cc(OC)ccc3C2=O)cc1, CCCCCC, [Cl-], [NH4+], C1CCOC1, C#CCCCCOC1CCCCO1. Yields the product COc1ccc(C2(C)CCc3cc(OC)ccc3C2(O)C#CCCCCOC2CCCCO2)cc1. Reaction SMILES: [CH2:1]([Li:2])[CH2:3][CH2:4][CH3:5].[CH3:19][O:20][c:21]1[cH:22][c:23]2[c:28]([cH:29][cH:30]1)[C:27](=[O:31])[C:26]([CH3:32])([c:33]1[cH:34][cH:35][c:36]([O:39][CH3:40])[cH:37][cH:38]1)[CH2:25][CH2:24]2.[CH3:43][CH2:44][CH2:45][CH2:46][CH2:47][CH3:48].[Cl-:41].[NH4+:42].[O:49]1[CH2:50][CH2:51][CH2:52][CH2:53]1.[O:6]1[CH:7]([O:12][CH2:13][CH2:14][CH2:15][CH2:16][C:17]#[CH:18])[CH2:8][CH2:9][CH2:10][CH2:11]1>>[O:6]1[CH:7]([O:12][CH2:13][CH2:14][CH2:15][CH2:16][C:17]#[C:18][C:27]2([OH:31])[C:26]([CH3:32])([c:33]3[cH:34][cH:35][c:36]([O:39][CH3:40])[cH:37][cH:38]3)[CH2:25][CH2:24][c:23]3[cH:22][c:21]([O:20][CH3:19])[cH:30][cH:29][c:28]32)[CH2:8][CH2:9][CH2:10][CH2:11]1. The reactants are C(C)OC(=O)C=1NC2=CC=C(C=C2C1)Cl (5-chloro-1H-indole-2-carboxylic acid ethyl ester), BrCC1=CC=CC2=CC=CC=C12 (1-bromomethyl-naphthalene). Product: ClC=1C=C2C=C(N(C2=CC1)CC1=CC=CC2=CC=CC=C12)C(=O)O (5-Chloro-1-naphthalen-1-ylmethyl-1H-indole-2-carboxylic acid). RXN SMILES: C([O:3][C:4]([C:6]1[NH:7][C:8]2[C:13]([CH:14]=1)=[CH:12][C:11]([Cl:15])=[CH:10][CH:9]=2)=[O:5])C.Br[CH2:17][C:18]1[C:27]2[C:22](=[CH:23][CH:24]=[CH:25][CH:26]=2)[CH:21]=[CH:20][CH:19]=1>>[Cl:15][C:11]1[CH:12]=[C:13]2[C:8](=[CH:9][CH:10]=1)[N:7]([CH2:17][C:18]1[C:27]3[C:22](=[CH:23][CH:24]=[CH:25][CH:26]=3)[CH:21]=[CH:20][CH:19]=1)[C:6]([C:4]([OH:3])=[O:5])=[CH:14]2. Reported procedure: Using general procedure B, 5-chloro-1H-indole-2-carboxylic acid ethyl ester was coupled with 1-bromomethyl-naphthalene and the product obtained was hydrolyzed to give the title compound as a white solid. MS: 334.0 ([M−H]−). Reagents/catalysts: [Cu]I (copper (I) iodide). Yield: 38.0%. Reaction SMILES: I[C:2]1[N:3]=[CH:4][C:5]([NH2:8])=[N:6][CH:7]=1.[C:9]([O:13][CH3:14])(=[O:12])[C:10]#[CH:11].C(=O)([O-])[O-].[K+].[K+].C1COCC1>O.[Cu]I>[NH2:8][C:5]1[N:6]=[CH:7][C:2]([C:11]#[C:10][C:9]([O:13][CH3:14])=[O:12])=[N:3][CH:4]=1 |f:2.3.4|. Reaction conditions: temperature 65 celsius. Solvent: O (water). Procedure details: To a 5 mL of microwave vial was added 5-iodopyrazin-2-amine (100 mg, 0.452 mmol), methyl propiolate (161 μL, 1.810 mmol), potassium carbonate (125 mg, 0.905 mmol), copper (I) iodide (3.45 mg, 0.018 mmol), and THF (1508 μL). The reaction mixture was heated at 65° C. for 2 h. The reaction mixture was diluted with water and extracted with EtOAc. The organic layer was dried over anhydrous sodium sulfate, filtered, and evaporated in vacuo. The crude product was purified by flash chromatography (20% E... The reactants are IC=1N=CC(=NC1)N (5-iodopyrazin-2-amine), C(C#C)(=O)OC (methyl propiolate), C([O-])([O-])=O.[K+].[K+] (potassium carbonate), C1CCOC1 (THF). The product is NC=1N=CC(=NC1)C#CC(=O)OC (methyl 3-(5-aminopyrazin-2-yl)propiolate). Reactants: Cl.O[C@H]1C[C@@H](NC1)C(=O)O (trans-4-hydroxy-D-proline hydrochloride), S(=O)(Cl)Cl (thionyl chloride), CO (methanol). As a reaction SMILES: Cl.[OH:2][C@@H:3]1[CH2:7][NH:6][C@@H:5]([C:8]([OH:10])=[O:9])[CH2:4]1.S(Cl)([Cl:13])=O.[CH3:15]O>>[ClH:13].[OH:2][C@@H:3]1[CH2:7][NH:6][C@@H:5]([C:8]([O:10][CH3:15])=[O:9])[CH2:4]1 |f:0.1,4.5|. Product: Cl.O[C@H]1C[C@@H](NC1)C(=O)OC ((2R,4S)-methyl 4-hydroxypyrrolidine-2-carboxylate hydrochloride). Conditions: temperature 22.5 celsius, time 4 hour. Procedure details: To a suspension of trans-4-hydroxy-D-proline hydrochloride (150 g, 0.89 mol, 1 equivalent) in methanol (1.25 L), thionyl chloride (130 mL, 1.79 mol, 2 equivalents) was added drop-wise at 0-5° C. Then the reaction mixture was stirred for 4 hours at 20-25° C. The reaction mixture was concentrated under reduced pressure. This crude material was stirred in a mixture of ethanol-methyl tert-butyl ether (1:4, 750 mL) for 30 minutes and the solid was collected by filtration. The wet cake was dried in a ...